Dataset: the Open Reaction Database (ORD), a public repository of structured organic reaction records. Task: describe an organic reaction: reactants, conditions, products, and yield The reactants are BrC1=CC=C(C=C1)C(CCN1CCC(CC1)C=1C=C(C=CC1)NC(C(C)C)=O)O (N-(3-{1-[3-(4-bromophenyl)-3-hydroxypropyl]-4-piperidinyl}phenyl)-2-methylpropanamide), COC=1C=C(C=CC1)O (3-methoxyphenol). Yields the product BrC1=CC=C(C=C1)C(CCN1CCC(CC1)C=1C=C(C=CC1)NC(C(C)C)=O)OC1=CC(=CC=C1)OC (N-(3-{1-[3-(4-BROMOPHENYL)-3-(3-METHOXYPHENOXY)PROPYL]-4-PIPERIDINYL}PHENYL)-2-METHYLPROPANAMIDE). RXN SMILES: [Br:1][C:2]1[CH:7]=[CH:6][C:5]([CH:8]([OH:29])[CH2:9][CH2:10][N:11]2[CH2:16][CH2:15][CH:14]([C:17]3[CH:18]=[C:19]([NH:23][C:24](=[O:28])[CH:25]([CH3:27])[CH3:26])[CH:20]=[CH:21][CH:22]=3)[CH2:13][CH2:12]2)=[CH:4][CH:3]=1.[CH3:30][O:31][C:32]1[CH:33]=[C:34](O)[CH:35]=[CH:36][CH:37]=1>>[Br:1][C:2]1[CH:3]=[CH:4][C:5]([CH:8]([O:29][C:36]2[CH:35]=[CH:34][CH:33]=[C:32]([O:31][CH3:30])[CH:37]=2)[CH2:9][CH2:10][N:11]2[CH2:16][CH2:15][CH:14]([C:17]3[CH:18]=[C:19]([NH:23][C:24](=[O:28])[CH:25]([CH3:26])[CH3:27])[CH:20]=[CH:21][CH:22]=3)[CH2:13][CH2:12]2)=[CH:6][CH:7]=1. Procedure: Prepared by Procedure A and Scheme AN using N-(3-{1-[3-(4-bromophenyl)-3-hydroxypropyl]-4-piperidinyl}phenyl)-2-methylpropanamide and 3-methoxyphenol: ESMS m/e: 564.6 (M+H)+. Reactants: CCCC(C=O)(COCc1ccccc1)CSCc1ccccc1, CCOCC, C[Mg+], Cl, [I-]. Product: CCCC(COCc1ccccc1)(CSCc1ccccc1)C(C)O. Reaction SMILES: [CH2:4]([c:5]1[cH:6][cH:7][cH:8][cH:9][cH:10]1)[O:11][CH2:12][C:13]([CH:14]=[O:15])([CH2:16][CH2:17][CH3:18])[CH2:19][S:20][CH2:21][c:22]1[cH:23][cH:24][cH:25][cH:26][cH:27]1.[CH3:29][CH2:30][O:31][CH2:32][CH3:33].[CH3:2][Mg+:3].[ClH:28].[I-:1]>>[CH3:2][CH:14]([C:13]([CH2:12][O:11][CH2:4][c:5]1[cH:6][cH:7][cH:8][cH:9][cH:10]1)([CH2:16][CH2:17][CH3:18])[CH2:19][S:20][CH2:21][c:22]1[cH:23][cH:24][cH:25][cH:26][cH:27]1)[OH:15]. Starting materials: C(C)C1C(CCC(C(OC(C2CCCCN2C(C(C2(C(CC(C(C(CC(CC(=C1)C)C)OC)O2)OC)C)O)=O)=O)=O)C(=CC2CC(C(CC2)OO)OO)C)C)=O (17-ethyl-1-hydroxy-12-[2'-(4",3"-dihydroxyoxycyclohexyl)-1'-methylvinyl]-23,25-dimethoxy-13,19,21,27-tetramethyl-11,28-dioxa-4-azatricyclo-[22.3.1.04,9 ]octacos-18-ene-2,3,10,16-tetraone), B(F)(F)F.CCOCC (boron trifluoride etherate), [N+](=[N-])=C(C)C (2-diazopropane). Solvent: C(C)OCC (diethyl ether). Reaction conditions: time 15 minute. Product: C(C)C1C(CCC(C(OC(C2CCCCN2C(C(C2(C(CC(C(C(CC(CC(=C1)C)C)OC)O2)OC)C)O)=O)=O)=O)C(=CC2CC(C(CC2)O)OC(C)C)C)C)=O (17-ethyl-1-hydroxy-12-[2'-(4"-hydroxy-3"-isopropyloxycyclohexyl)-1'-methylvinyl]-23,25-dimethoxy-13,19,21,27-tetramethyl-11,28-dioxa-4-azatricyclo-[22.3.1.04,9 ]octacos-18-ene-2,3,10,16-tetraone). RXN SMILES: [CH2:1]([CH:3]1[CH:29]=[C:28]([CH3:30])[CH2:27][CH:26]([CH3:31])[CH2:25][CH:24]([O:32][CH3:33])[CH:23]2[O:34][C:19]([OH:38])([CH:20]([CH3:37])[CH2:21][CH:22]2[O:35][CH3:36])[C:18](=[O:39])[C:17](=[O:40])[N:16]2[CH:11]([CH2:12][CH2:13][CH2:14][CH2:15]2)[C:10](=[O:41])[O:9][CH:8]([C:42]([CH3:54])=[CH:43][CH:44]2[CH2:49][CH2:48][CH:47]([O:50]O)[CH:46]([O:52]O)[CH2:45]2)[CH:7]([CH3:55])[CH2:6][CH2:5][C:4]1=[O:56])[CH3:2].B(F)(F)F.CCOCC.[N+](=[C:68]([CH3:70])[CH3:69])=[N-]>C(OCC)C>[CH2:1]([CH:3]1[CH:29]=[C:28]([CH3:30])[CH2:27][CH:26]([CH3:31])[CH2:25][CH:24]([O:32][CH3:33])[CH:23]2[O:34][C:19]([OH:38])([CH:20]([CH3:37])[CH2:21][CH:22]2[O:35][CH3:36])[C:18](=[O:39])[C:17](=[O:40])[N:16]2[CH:11]([CH2:12][CH2:13][CH2:14][CH2:15]2)[C:10](=[O:41])[O:9][CH:8]([C:42]([CH3:54])=[CH:43][CH:44]2[CH2:49][CH2:48][CH:47]([OH:50])[CH:46]([O:52][CH:68]([CH3:70])[CH3:69])[CH2:45]2)[CH:7]([CH3:55])[CH2:6][CH2:5][C:4]1=[O:56])[CH3:2] |f:1.2|. Reported procedure: To a solution of 17-ethyl-1-hydroxy-12-[2'-(4",3"-dihydroxyoxycyclohexyl)-1'-methylvinyl]-23,25-dimethoxy-13,19,21,27-tetramethyl-11,28-dioxa-4-azatricyclo-[22.3.1.04,9 ]octacos-18-ene-2,3,10,16-tetraone (200 mg) in diethyl ether (6 ml) is added boron trifluoride etherate (10 ml) followed by freshly prepared 2-diazopropane (100-fold excess). The mixture is stirred at room temperature for 15 min. and quenched with sat'd aqueous sodium bicarbonate solution. The organic layer is separated, washed w... Reactants: ClC1=C(C=C(C=C1)N1C(NC(=CC1=O)C(F)(F)F)=O)OC(C)C (3-(4-chloro-3-isopropoxyphenyl)-6-trifluoromethyl-2,4(1H,3H)-pyrimidinedione), S(=O)(=O)(OC)OC (dimethyl sulphate), C([O-])(O)=O.[Na+] (sodium bicarbonate). Solvent: CC(=O)C (acetone). Yields the product ClC1=C(C=C(C=C1)N1C(=NC(=CC1=O)C(F)(F)F)OC)OC(C)C (1-(4-chloro-3-isopropoxyphenyl)-2-methoxy-4-trifluoromethyl -6(1H)-pyrimidinone). RXN SMILES: [Cl:1][C:2]1[CH:7]=[CH:6][C:5]([N:8]2[C:13](=[O:14])[CH:12]=[C:11]([C:15]([F:18])([F:17])[F:16])[NH:10][C:9]2=[O:19])=[CH:4][C:3]=1[O:20][CH:21]([CH3:23])[CH3:22].S(OC)(O[CH3:28])(=O)=O.C(=O)(O)[O-].[Na+]>CC(C)=O>[Cl:1][C:2]1[CH:7]=[CH:6][C:5]([N:8]2[C:13](=[O:14])[CH:12]=[C:11]([C:15]([F:17])([F:18])[F:16])[N:10]=[C:9]2[O:19][CH3:28])=[CH:4][C:3]=1[O:20][CH:21]([CH3:23])[CH3:22] |f:2.3|. Procedure details: using 3-(4-chloro-3-isopropoxyphenyl)-6-trifluoromethyl-2,4(1H,3H)-pyrimidinedione with dimethyl sulphate and sodium bicarbonate in acetone there is obtained 1-(4-chloro-3-isopropoxyphenyl)-2-methoxy-4-trifluoromethyl -6(1H)-pyrimidinone. m.p. 55°-58° C. Reactants: ClC1=C(C[Mg]Cl)C(=CC=C1)F (2-chloro-6-fluorobenzyl magnesium chloride), C(C1=CC=CC=C1)N1CC(OCC1)C(=O)C1=CC=CC=C1 ((4-Benzyl-morpholin-2-yl)-phenyl-methanone). Run in O1CCCC1 (tetrahydrofuran), O1CCCC1 (tetrahydrofuran). Run at temperature 0 celsius, time 1 hour. The product is C(C1=CC=CC=C1)N1CC(OCC1)C(CC1=C(C=CC=C1F)Cl)(O)C1=CC=CC=C1 (1-(4-Benzyl-morpholin-2-yl)-2-(2-chloro-6-fluoro-phenyl)-1-phenyl-ethanol). The yield is 98.7%. Reaction SMILES: [Cl:1][C:2]1[CH:10]=[CH:9][CH:8]=[C:7]([F:11])[C:3]=1[CH2:4][Mg]Cl.[CH2:12]([N:19]1[CH2:24][CH2:23][O:22][CH:21]([C:25]([C:27]2[CH:32]=[CH:31][CH:30]=[CH:29][CH:28]=2)=[O:26])[CH2:20]1)[C:13]1[CH:18]=[CH:17][CH:16]=[CH:15][CH:14]=1>O1CCCC1>[CH2:12]([N:19]1[CH2:24][CH2:23][O:22][CH:21]([C:25]([C:27]2[CH:32]=[CH:31][CH:30]=[CH:29][CH:28]=2)([OH:26])[CH2:4][C:3]2[C:7]([F:11])=[CH:8][CH:9]=[CH:10][C:2]=2[Cl:1])[CH2:20]1)[C:13]1[CH:14]=[CH:15][CH:16]=[CH:17][CH:18]=1. Procedure: To a stirred solution of 2-chloro-6-fluorobenzyl magnesium chloride (12.8 mL, 3.20 mmol, 3 equiv., available from Rieke Metals) in anhydrous tetrahydrofuran (15 ml) at 0° C. under nitrogen was added a solution of (4-Benzyl-morpholin-2-yl)-phenyl-methanone (300 mg, 1.07 mmol, 1 equiv.) in tetrahydrofuran (5 ml) dropwise over 15 minutes. The reaction was then stirred at 0° C. for one hour. The reaction mixture was allowed to warn to room temperature over two hours and stirred for a further 18 h. T...